This data is from the Open Reaction Database (ORD), a public repository of structured organic reaction records. The task is: describe an organic reaction: reactants, conditions, products, and yield Starting materials: NC1=C(C(=O)C2=C(C=CC=C2)Cl)C=C(C=C1C)C (2-amino-2'-chloro-3,5-dimethylbenzophenone), COC(C#N)(C)OC (2,2-dimethoxypropionitrile), O.C1(=CC=C(C=C1)S(=O)(=O)O)C (p-toluenesulfonic acid hydrate). Run in C1(=CC=CC=C1)C (toluene). The product is ClC1=C(C=CC=C1)C1=C(C=NC2=C(C=C(C=C12)C)C)C#N (4-(2-chlorophenyl)-6,8-dimethyl-3-quinolinecarbonitrile). The yield is 91.8%. As a reaction SMILES: [NH2:1][C:2]1[C:16]([CH3:17])=[CH:15][C:14]([CH3:18])=[CH:13][C:3]=1[C:4]([C:6]1[CH:11]=[CH:10][CH:9]=[CH:8][C:7]=1[Cl:12])=O.CO[C:21](OC)([CH3:24])[C:22]#[N:23].O.C1(C)C=CC(S(O)(=O)=O)=CC=1>C1(C)C=CC=CC=1>[Cl:12][C:7]1[CH:8]=[CH:9][CH:10]=[CH:11][C:6]=1[C:4]1[C:3]2[C:2](=[C:16]([CH3:17])[CH:15]=[C:14]([CH3:18])[CH:13]=2)[N:1]=[CH:24][C:21]=1[C:22]#[N:23] |f:2.3|. Procedure: A mixture of 2-amino-2'-chloro-3,5-dimethylbenzophenone (20.0 g), 2,2-dimethoxypropionitrile (11.5 g), p-toluenesulfonic acid hydrate (1.46 g) and toluene (200 ml) was refluxed for 3 hrs., with removal of water by a Dean-Stark apparatus. The mixture was washed with sodium hydrogen carbonate solution and water, dried over anhydrous magnesium sulfate and distilled to remove the solvent. The resultant precipitate was collected by filtration and washed with hexane to give 4-(2-chlorophenyl)-6,8-dime... Reactants: COC(=O)C1=NC=C(C=C1)Br (5-Bromo-pyridine-2-carboxylic acid methyl ester), C1(CC1)B(O)O (cyclopropylboronic acid), CC1(C2=CC=CC(=C2OC=2C(=CC=CC12)P(C1=CC=CC=C1)C1=CC=CC=C1)P(C1=CC=CC=C1)C1=CC=CC=C1)C (9,9-dimethyl-4,5-bis(diphenylphosphino)xanthene), C([O-])([O-])=O.[Cs+].[Cs+] (cesium carbonate). Reagents/catalysts: C=1C=CC(=CC1)/C=C/C(=O)/C=C/C2=CC=CC=C2.C=1C=CC(=CC1)/C=C/C(=O)/C=C/C2=CC=CC=C2.C=1C=CC(=CC1)/C=C/C(=O)/C=C/C2=CC=CC=C2.[Pd].[Pd] (tris(dibenzylideneacetone)dipalladium). Run in O1CCOCC1 (1,4-dioxane). Reaction conditions: temperature 110 celsius, time 12 hour. Yields the product COC(=O)C1=NC=C(C=C1)C1CC1 (5-Cyclopropyl-pyridine-2-carboxylic acid methyl ester). Yield: 45.1%. As a reaction SMILES: [CH3:1][O:2][C:3]([C:5]1[CH:10]=[CH:9][C:8](Br)=[CH:7][N:6]=1)=[O:4].[CH:12]1(B(O)O)[CH2:14][CH2:13]1.CC1(C)C2C=CC=C(P(C3C=CC=CC=3)C3C=CC=CC=3)C=2OC2C1=CC=CC=2P(C1C=CC=CC=1)C1C=CC=CC=1.C(=O)([O-])[O-].[Cs+].[Cs+]>C1C=CC(/C=C/C(/C=C/C2C=CC=CC=2)=O)=CC=1.C1C=CC(/C=C/C(/C=C/C2C=CC=CC=2)=O)=CC=1.C1C=CC(/C=C/C(/C=C/C2C=CC=CC=2)=O)=CC=1.[Pd].[Pd].O1CCOCC1>[CH3:1][O:2][C:3]([C:5]1[CH:10]=[CH:9][C:8]([CH:12]2[CH2:14][CH2:13]2)=[CH:7][N:6]=1)=[O:4] |f:3.4.5,6.7.8.9.10|. Reported procedure: 5-Bromo-pyridine-2-carboxylic acid methyl ester (CAN 29682-15-3, 2.16 g, 0.01 mol), cyclopropylboronic acid (CAN 411235-57-9, 0.9 g, 0.01 mol), tris(dibenzylideneacetone)dipalladium (CAN 52409-22-0, 0.2 g), 9,9-dimethyl-4,5-bis(diphenylphosphino)xanthene (CAN 161265-03-8, 0.3 g) and cesium carbonate (CAN 534-17-8, 3.3 g, 0.01 mol) was added into 1,4-dioxane (40 mL). The mixture was stirred for 12 h at 110° C. under nitrogen atmosphere. Subsequently, the mixture was filtered and concentrated. The... The reactants are N(=NC(C#N)(C)C)C(C#N)(C)C (Azobis(isobutyronitrile)), BrN1C(CCC1=O)=O (N-bromosuccinimide), C(C(C)C)OC(=O)N(S(=O)(=O)C=1C(=CC=CC1)C1=CC=C(C=C1)C)C1=NC=C(N=C1OC)C (N-(isobutoxycarbonyl)- N-(3-methoxy-5-methylpyrazin-2-yl)-4'-methyl-2-biphenylsulphonamide). The solvent is C(Cl)(Cl)(Cl)Cl (carbon tetrachloride). The product is BrCC1=CC=C(C=C1)C=1C(=CC=CC1)S(=O)(=O)N(C1=NC=C(N=C1OC)C)C(=O)OCC(C)C (4'-bromomethyl- N-(isobutoxycarbonyl)- N-(3-methoxy-5-methylpyrazin-2-yl)-2-biphenylsulphonamide). Isolated yield 70.9%. As a reaction SMILES: N(C(C)(C)C#N)=NC(C)(C)C#N.[Br:13]N1C(=O)CCC1=O.[CH2:21]([O:25][C:26]([N:28]([C:45]1[C:50]([O:51][CH3:52])=[N:49][C:48]([CH3:53])=[CH:47][N:46]=1)[S:29]([C:32]1[C:33]([C:38]2[CH:43]=[CH:42][C:41]([CH3:44])=[CH:40][CH:39]=2)=[CH:34][CH:35]=[CH:36][CH:37]=1)(=[O:31])=[O:30])=[O:27])[CH:22]([CH3:24])[CH3:23]>C(Cl)(Cl)(Cl)Cl>[Br:13][CH2:44][C:41]1[CH:42]=[CH:43][C:38]([C:33]2[C:32]([S:29]([N:28]([C:26]([O:25][CH2:21][CH:22]([CH3:23])[CH3:24])=[O:27])[C:45]3[C:50]([O:51][CH3:52])=[N:49][C:48]([CH3:53])=[CH:47][N:46]=3)(=[O:31])=[O:30])=[CH:37][CH:36]=[CH:35][CH:34]=2)=[CH:39][CH:40]=1. Procedure: Azobis(isobutyronitrile) (150 mg) and N-bromosuccinimide (1.68 g) were added to a solution of N-(isobutoxycarbonyl)- N-(3-methoxy-5-methylpyrazin-2-yl)-4'-methyl-2-biphenylsulphonamide (4.44 g) in carbon tetrachloride (150 ml). The mixture was heated under reflux for 4 hours and then allowed to cool and filtered. The filtrate was concentrated by evaporation and the residue was purified by flash chromatography on silica (150 g), eluting with 20% ethyl acetate in isohexane. Fractions containing th... Reactants: NC=1C=NC(=C(C(=O)OCC)C1)C (ethyl 5-amino-2-methylnicotinate), C1CC(=O)N(C1=O)Br (NBS). Solvent: O (water), CN(C)C=O (DMF). Reaction conditions: time 8 hour. Product: NC=1C(=NC(=C(C(=O)OCC)C1)C)Br (ethyl 5-amino-6-bromo-2-methylnicotinate). Yield: 88.0%. As a reaction SMILES: [NH2:1][C:2]1[CH:3]=[N:4][C:5]([CH3:13])=[C:6]([CH:12]=1)[C:7]([O:9][CH2:10][CH3:11])=[O:8].C1C(=O)N([Br:21])C(=O)C1>CN(C=O)C.O>[NH2:1][C:2]1[C:3]([Br:21])=[N:4][C:5]([CH3:13])=[C:6]([CH:12]=1)[C:7]([O:9][CH2:10][CH3:11])=[O:8]. Procedure details: To a solution of ethyl 5-amino-2-methylnicotinate (Fanta, P. E. J. Am. Chem. Soc. 1953, 75, 737) (4.1 g, 22.78 mmol) in DMF (50 ml) was added NBS (4.46 g, 25.06 mmol), and the reaction mixture was stirred at room temperature overnight. The reaction mixture was diluted with water (100 ml) and then extracted with ethyl acetate (3×100 ml). The organic layer was washed with saturated aqueous sodium bicarbonate and brine. After evaporation of solvent, the residue was triturated with ethanol to give e... Reactants: C(C)N(C(C)C)C(C)C (N-ethyl-N-isopropylpropane-2-amine), NC=1SC2=C(N1)C=CC(=C2)OC=2C=C(C=CC2OC)NC(C2=CC(=CC=C2)C(C)(C)C#N)=O (N-{3-[(2-amino-1,3-benzothiazol-6-yl)oxy]-4-methoxyphenyl}-3-(1-cyano-1-methylethyl)benzamide), ON1N=NC2=C1C=CC=C2 (1-hydroxybenzotriazole), O1C=NC(=C1)C(=O)O (1,3-oxazole-4-carboxylic acid), Cl.C(C)N=C=NCCCN(C)C (1-ethyl-3-(3-dimethylaminopropyl)carbodiimide hydrochloride). Run in O (water), CN(C=O)C (N,N-dimethylformamide). Reaction conditions: time 18 hour. The product is C(#N)C(C)(C)C=1C=C(C(=O)NC=2C=CC(=C(OC3=CC4=C(N=C(S4)NC(=O)C=4N=COC4)C=C3)C2)OC)C=CC1 (N-[6-(5-{[3-(1-cyano-1-methylethyl)benzoyl]amino}-2-methoxyphenoxy)-1,3-benzothiazol-2-yl]-1,3-oxazole-4-carboxamide). Yield: 66.1%. As a reaction SMILES: [NH2:1][C:2]1[S:3][C:4]2[CH:10]=[C:9]([O:11][C:12]3[CH:13]=[C:14]([NH:20][C:21](=[O:33])[C:22]4[CH:27]=[CH:26][CH:25]=[C:24]([C:28]([C:31]#[N:32])([CH3:30])[CH3:29])[CH:23]=4)[CH:15]=[CH:16][C:17]=3[O:18][CH3:19])[CH:8]=[CH:7][C:5]=2[N:6]=1.[O:34]1[CH:38]=[C:37]([C:39](O)=[O:40])[N:36]=[CH:35]1.Cl.C(N=C=NCCCN(C)C)C.ON1C2C=CC=CC=2N=N1.C(N(C(C)C)C(C)C)C>CN(C)C=O.O>[C:31]([C:28]([C:24]1[CH:23]=[C:22]([CH:27]=[CH:26][CH:25]=1)[C:21]([NH:20][C:14]1[CH:15]=[CH:16][C:17]([O:18][CH3:19])=[C:12]([CH:13]=1)[O:11][C:9]1[CH:8]=[CH:7][C:5]2[N:6]=[C:2]([NH:1][C:39]([C:37]3[N:36]=[CH:35][O:34][CH:38]=3)=[O:40])[S:3][C:4]=2[CH:10]=1)=[O:33])([CH3:30])[CH3:29])#[N:32] |f:2.3|. Reported procedure: A solution of N-{3-[(2-amino-1,3-benzothiazol-6-yl)oxy]-4-methoxyphenyl}-3-(1-cyano-1-methylethyl)benzamide (230 mg, 0.50 mmol) produced in Example A21(iv), 1,3-oxazole-4-carboxylic acid (113 mg, 1.00 mmol), 1-ethyl-3-(3-dimethylaminopropyl)carbodiimide hydrochloride (192 mg, 1.00 mmol), 1-hydroxybenzotriazole (135 mg, 1.0 mmol) and N-ethyl-N-isopropylpropane-2-amine (260 mg, 2.00 mmol) in N,N-dimethylformamide (5 mL) was stirred at room temperature for 18 hr. The reaction mixture was poured int...